From a dataset of the Open Reaction Database (ORD), a public repository of structured organic reaction records. describe an organic reaction: reactants, conditions, products, and yield Isolated yield 17.0%. Reported procedure: To 30 ml of acetic acid were added 1.54 g of N-benzyl-4-oxocyclohexane-1,2-dicarboximide, 3.0 g of zinc chloride and 1.54 g of 3,5-dichlorophenylhydrazine hydrochloride. The mixture was refluxed for 2 hours. Acetic acid was removed by distillation under reduced pressure. To the residue were added 150 ml of ethyl acetate and 50 ml of water. The organic layer was separated, washed with diluted hydrochloric acid, an aqueous saturated sodium chloride solution, an aqueous saturated sodium hydrogencar... Run in C(C)(=O)O (acetic acid). The reagents and catalysts are [Cl-].[Zn+2].[Cl-] (zinc chloride). Reaction SMILES: [CH2:1]([N:8]1[C:18](=[O:19])[CH:12]2[CH2:13][C:14](=O)[CH2:15][CH2:16][CH:11]2[C:9]1=[O:10])[C:2]1[CH:7]=[CH:6][CH:5]=[CH:4][CH:3]=1.Cl.[Cl:21][C:22]1[CH:23]=[C:24]([NH:29]N)[CH:25]=[C:26]([Cl:28])[CH:27]=1>[Cl-].[Zn+2].[Cl-].C(O)(=O)C>[CH2:1]([N:8]1[C:18](=[O:19])[CH:12]2[CH:11]([CH2:16][CH2:15][C:14]3[NH:29][C:24]4[C:23]([C:13]=32)=[C:22]([Cl:21])[CH:27]=[C:26]([Cl:28])[CH:25]=4)[C:9]1=[O:10])[C:2]1[CH:7]=[CH:6][CH:5]=[CH:4][CH:3]=1.[CH2:1]([N:8]1[C:18](=[O:19])[CH:12]2[CH:11]([CH2:16][C:15]3[NH:29][C:24]4[C:23]([C:14]=3[CH2:13]2)=[C:22]([Cl:21])[CH:27]=[C:26]([Cl:28])[CH:25]=4)[C:9]1=[O:10])[C:2]1[CH:7]=[CH:6][CH:5]=[CH:4][CH:3]=1 |f:1.2,3.4.5|. The product is C(C1=CC=CC=C1)N1C(=O)C2CCC=3NC4=CC(=CC(=C4C3C2C1=O)Cl)Cl (N-benzyl-5,7-dichloro-1,2,3,4-tetrahydrocarbazole-3,4-dicarboximide), C(C1=CC=CC=C1)N1C(=O)C2CC=3NC4=CC(=CC(=C4C3CC2C1=O)Cl)Cl (N-benzyl-5,7-dichloro-1,2,3,4-tetrahydrocarbazole-2,3-dicarboximide). Reactants: C(C1=CC=CC=C1)N1C(=O)C2C(CC(CC2)=O)C1=O (N-benzyl-4-oxocyclohexane-1,2-dicarboximide), Cl.ClC=1C=C(C=C(C1)Cl)NN (3,5-dichlorophenylhydrazine hydrochloride).